Dataset: the Open Reaction Database (ORD), a public repository of structured organic reaction records. Task: describe an organic reaction: reactants, conditions, products, and yield Starting materials: C(C)(C)(C)OC(=O)N1C(\C(\C2=CC=C(C=C12)Cl)=C/C1=C(C=CC(=C1)Cl)OC(C)(C)C(=O)OCC)=O (Z-6-chloro-3-[5-chloro-2-(1-ethoxycarbonyl-1-methyl-ethoxy)-benzylidene]-2-oxo-2,3-dihydro-indole-1-carboxylic acid tert-butyl ester), ClC=1C=CC(=C(C1)C=NC(=C)O[Si](C)(C)C)OC (1-(5-chloro-2-methoxy-phenyl)-3-trimethylsilyoxy-2-aza-1,3-butadiene). Solvent: C1(=CC=CC=C1)C (toluene). Yields the product ClC1=CC=C2C(=C1)NC(C21C(NC(CC1C1=C(C=CC(=C1)Cl)OC(C)(C)C(=O)OCC)=O)C1=C(C=CC(=C1)Cl)OC)=O (racemic (2′S,3S,4′R)-6-chloro-4′-[5-chloro-2-(1-ethoxycarbonyl-1-methyl-ethoxy)-phenyl]-2′-(5-chloro-2-methoxy-phenyl)spiro[3H-indole-3,3′-piperidine]-2,6′(1H)-dione). The yield is 10.0%. Reaction SMILES: C(OC([N:8]1[C:16]2[C:11](=[CH:12][CH:13]=[C:14]([Cl:17])[CH:15]=2)/[C:10](=[CH:18]/[C:19]2[CH:24]=[C:23]([Cl:25])[CH:22]=[CH:21][C:20]=2[O:26][C:27]([C:30]([O:32][CH2:33][CH3:34])=[O:31])([CH3:29])[CH3:28])/[C:9]1=[O:35])=O)(C)(C)C.[Cl:36][C:37]1[CH:38]=[CH:39][C:40]([O:52][CH3:53])=[C:41]([CH:43]=[N:44][C:45]([O:47][Si](C)(C)C)=[CH2:46])[CH:42]=1>C1(C)C=CC=CC=1>[Cl:17][C:14]1[CH:15]=[C:16]2[NH:8][C:9](=[O:35])[C:10]3([CH:18]([C:19]4[CH:24]=[C:23]([Cl:25])[CH:22]=[CH:21][C:20]=4[O:26][C:27]([C:30]([O:32][CH2:33][CH3:34])=[O:31])([CH3:29])[CH3:28])[CH2:47][C:45](=[O:46])[NH:44][CH:43]3[C:41]3[CH:42]=[C:37]([Cl:36])[CH:38]=[CH:39][C:40]=3[O:52][CH3:53])[C:11]2=[CH:12][CH:13]=1. Procedure details: In a manner similar to the method described in Example 10d, E/Z-6-chloro-3-[5-chloro-2-(1-ethoxycarbonyl-1-methyl-ethoxy)-benzylidene]-2-oxo-2,3-dihydro-indole-1-carboxylic acid tert-butyl ester (7 g, 13.5 mmol) was reacted with 1-(5-chloro-2-methoxy-phenyl)-3-trimethylsilyoxy-2-aza-1,3-butadiene (45 mmol) in toluene to give title compound as a white solid (850 mg). Reactants: B, C=CCCN(c1ccc(OC)cc1)S(=O)(=O)c1c(F)c(F)c(F)c(F)c1F, C1CCOC1, C1CCOC1, [Na+], [Na+], O, O[B-]1(O)OO[B-](O)(O)OO1. Product: COc1ccc(N(CCCCO)S(=O)(=O)c2c(F)c(F)c(F)c(F)c2F)cc1. RXN SMILES: [BH3:28].[CH2:1]([CH2:2][CH:3]=[CH2:4])[N:5]([S:6](=[O:7])(=[O:8])[c:9]1[c:10]([F:19])[c:11]([F:18])[c:12]([F:17])[c:13]([F:16])[c:14]1[F:15])[c:20]1[cH:21][cH:22][c:23]([O:26][CH3:27])[cH:24][cH:25]1.[CH2:29]1[CH2:32][CH2:31][CH2:30][O:33]1.[CH2:47]1[O:48][CH2:49][CH2:50][CH2:51]1.[Na+:35].[Na+:36].[OH2:34].[OH:37][B-:38]1([OH:46])[O:39][O:40][B-:41]([OH:42])([OH:43])[O:44][O:45]1>>[CH2:1]([CH2:2][CH2:3][CH2:4][OH:33])[N:5]([S:6](=[O:7])(=[O:8])[c:9]1[c:10]([F:19])[c:11]([F:18])[c:12]([F:17])[c:13]([F:16])[c:14]1[F:15])[c:20]1[cH:21][cH:22][c:23]([O:26][CH3:27])[cH:24][cH:25]1.